From a dataset of the Open Reaction Database (ORD), a public repository of structured organic reaction records. describe an organic reaction: reactants, conditions, products, and yield The reactants are O=C1C2=C(N=C3N1C=C(C=C3)C(=O)O)CSC2 (3,10-dihydro-10-oxo-1H-pyrido[1,2-a]thieno[3,4-d]pyrimidine-7-carboxylic acid), 1,1'-carboxyldiimidazole, CN(C=O)C (dimethylformamide). The solvent is O1CCCC1 (tetrahydrofuran). Yields the product O=C1C2=C(N=C3N1C=C(C=C3)C(=O)N)CSC2 (3,10-Dihydro-10-oxo-1H-pyrido[1,2-a]thieno[3,4-d]pyrimidine-7-carboxamide). RXN SMILES: [O:1]=[C:2]1[N:7]2[CH:8]=[C:9]([C:12](O)=[O:13])[CH:10]=[CH:11][C:6]2=[N:5][C:4]2[CH2:15][S:16][CH2:17][C:3]1=2.C[N:19](C)C=O>O1CCCC1>[O:1]=[C:2]1[N:7]2[CH:8]=[C:9]([C:12]([NH2:19])=[O:13])[CH:10]=[CH:11][C:6]2=[N:5][C:4]2[CH2:15][S:16][CH2:17][C:3]1=2. Procedure details: A mixture of 3,10-dihydro-10-oxo-1H-pyrido[1,2-a]thieno[3,4-d]pyrimidine-7-carboxylic acid (4.4 g., 0.018 mol) and 1,1'-carboxyldiimidazole (2.9 g., 0.018 mol) in tetrahydrofuran (300 ml) and dimethylformamide (4 ml) is refluxed under nitrogen for 3.5 hours. The solution is cooled in an ice bath and anhydrous ammonia is bubbled through for 45 minutes. The precipitate is filtered off, washed with hot 0.5 M. aqueous sodium bicarbonate solution, with hot dimethylformamide with ether and dried to gi...